Dataset: the Open Reaction Database (ORD), a public repository of structured organic reaction records. Task: describe an organic reaction: reactants, conditions, products, and yield Starting materials: C1(CC1)CC(N)C1=CC=C(C=C1)C1=CC=C(C=C1)C(F)(F)F (2-cyclopropyl-1-(4′-(trifluoromethyl)biphenyl-4-yl)ethanamine), FC1=NC=C(C(=O)OC)C=C1 (methyl 6-fluoronicotinate), C([O-])([O-])=O.[K+].[K+] (potassium carbonate). Solvent: CN(C)C=O (DMF). Run at temperature 120 celsius, time 12 hour. Product: C1(CC1)CC(C1=CC=C(C=C1)C1=CC=C(C=C1)C(F)(F)F)NC1=NC=C(C(=O)OC)C=C1 (methyl 6-(2-cyclopropyl-1-(4′-(trifluoromethyl)biphenyl-4-yl)ethylamino)nicotinate). Yield: 45.4%. RXN SMILES: [CH:1]1([CH2:4][CH:5]([C:7]2[CH:12]=[CH:11][C:10]([C:13]3[CH:18]=[CH:17][C:16]([C:19]([F:22])([F:21])[F:20])=[CH:15][CH:14]=3)=[CH:9][CH:8]=2)[NH2:6])[CH2:3][CH2:2]1.F[C:24]1[CH:33]=[CH:32][C:27]([C:28]([O:30][CH3:31])=[O:29])=[CH:26][N:25]=1.C(=O)([O-])[O-].[K+].[K+]>CN(C=O)C>[CH:1]1([CH2:4][CH:5]([NH:6][C:24]2[CH:33]=[CH:32][C:27]([C:28]([O:30][CH3:31])=[O:29])=[CH:26][N:25]=2)[C:7]2[CH:12]=[CH:11][C:10]([C:13]3[CH:14]=[CH:15][C:16]([C:19]([F:20])([F:21])[F:22])=[CH:17][CH:18]=3)=[CH:9][CH:8]=2)[CH2:3][CH2:2]1 |f:2.3.4|. Procedure details: A mixture of 2-cyclopropyl-1-(4′-(trifluoromethyl)biphenyl-4-yl)ethanamine (90 mg, 0.30 mmol), methyl 6-fluoronicotinate (68.7 mg, 0.443 mmol) and potassium carbonate (122 mg, 0.885 mmol) in DMF (5 mL) was stirred for 12 h at 120° C. The reaction mixture was concentrated to dryness under reduced pressure. The crude residue was purified by preparative TLC to give methyl 6-(2-cyclopropyl-1-(4′-(trifluoromethyl)biphenyl-4-yl)ethylamino)nicotinate (60 mg) as a yellow oil. 1H NMR (400 MHz, CDCl3) δ 8... Starting materials: CN(C)c1ccccc1, CN(C)C=O, [Na+], [OH-], O, O=P(Cl)(Cl)Cl. The product is CN(C)c1ccc(C=O)cc1. RXN SMILES: [CH3:11][N:12]([c:13]1[cH:14][cH:15][cH:16][cH:17][cH:18]1)[CH3:19].[CH3:6][N:7]([CH:8]=[O:9])[CH3:10].[Na+:21].[OH-:20].[OH2:22].[P:1]([Cl:2])([Cl:3])([Cl:4])=[O:5]>>[CH:8](=[O:9])[c:16]1[cH:15][cH:14][c:13]([N:12]([CH3:11])[CH3:19])[cH:18][cH:17]1. Starting materials: ClC1=NC=CC(=N1)N1C(C(C(C1)CC)(C#N)C1CC1)=O ((3SR,4RS)-1-(2-Chloropyrimidin-4-yl)-3-cyclopropyl-4-ethyl-2-oxopyrrolidine-3-carbonitrile). Solvent: CCCCCC.CC(C)O (hexane 2-propanol). The product is ClC1=NC=CC(=N1)N1C([C@@]([C@H](C1)CC)(C#N)C1CC1)=O ((3S,4R)-1-(2-chloropyrimidin-4-yl)-3-cyclopropyl-4-ethyl-2-oxopyrrolidine-3-carbonitrile). Yield: 38.5%. RXN SMILES: [Cl:1][C:2]1[N:7]=[C:6]([N:8]2[CH2:12][CH:11]([CH2:13][CH3:14])[C:10]([CH:17]3[CH2:19][CH2:18]3)([C:15]#[N:16])[C:9]2=[O:20])[CH:5]=[CH:4][N:3]=1>CCCCCC.CC(O)C>[Cl:1][C:2]1[N:7]=[C:6]([N:8]2[CH2:12][C@H:11]([CH2:13][CH3:14])[C@@:10]([CH:17]3[CH2:19][CH2:18]3)([C:15]#[N:16])[C:9]2=[O:20])[CH:5]=[CH:4][N:3]=1 |f:1.2|. Procedure: To a mixture of 3-cyclopropyl-4-ethyl-2-oxopyrrolidine-3-carbonitrile (3.7 g) obtained in Step B of Example 376, 2,4-dichloropyrimidine (3.1 g), cesium carbonate (13 g) and 4,5-bis(diphenylphosphino)-9,9-dimethylxanthene (0.71 g) in tetrahydrofuran (55 mL) was added tris(dibenzylideneacetone)dipalladium(0) (0.38 g), and the mixture was stirred overnight at 85° C. The insoluble substance was removed by filtration through Celite, and the solvent was evaporated under reduced pressure. The residue w... Starting materials: O=C([O-])[O-], C1COCCO1, CC1(C)OB(c2cncc(C=O)c2)OC1(C)C, [Cl-], Clc1nc(NCc2ccccn2)c2c(-c3ccccc3)cccc2n1, ClCCl, [K+], [K+], O. Yields the product O=Cc1cncc(-c2nc(NCc3ccccn3)c3c(-c4ccccc4)cccc3n2)c1. As a reaction SMILES: [C:43](=[O:44])([O-:45])[O-:46].[CH2:53]1[O:54][CH2:55][CH2:56][O:57][CH2:58]1.[CH3:26][C:27]1([CH3:28])[C:29]([CH3:30])([CH3:31])[O:32][B:33]([c:34]2[cH:35][n:36][cH:37][c:38]([CH:39]=[O:40])[cH:41]2)[O:42]1.[Cl-:52].[Cl:1][c:2]1[n:3][c:4]2[cH:5][cH:6][cH:7][c:8](-[c:20]3[cH:21][cH:22][cH:23][cH:24][cH:25]3)[c:9]2[c:10]([NH:12][CH2:13][c:14]2[n:15][cH:16][cH:17][cH:18][cH:19]2)[n:11]1.[Cl:49][CH2:50][Cl:51].[K+:47].[K+:48].[OH2:59]>>[c:2]1(-[c:34]2[cH:35][n:36][cH:37][c:38]([CH:39]=[O:40])[cH:41]2)[n:3][c:4]2[cH:5][cH:6][cH:7][c:8](-[c:20]3[cH:21][cH:22][cH:23][cH:24][cH:25]3)[c:9]2[c:10]([NH:12][CH2:13][c:14]2[n:15][cH:16][cH:17][cH:18][cH:19]2)[n:11]1. Reactants: O=C([O-])[O-], Cc1ccccc1, CCO, OB(O)c1ccc(F)cc1F, CCOC(=O)c1ccc(I)cc1, [Na+], [Na+], c1ccc(P(c2ccccc2)(c2ccccc2)[Pd](P(c2ccccc2)(c2ccccc2)c2ccccc2)(P(c2ccccc2)(c2ccccc2)c2ccccc2)P(c2ccccc2)(c2ccccc2)c2ccccc2)cc1. Yields the product CCOC(=O)c1ccc(-c2ccc(F)cc2F)cc1. As a reaction SMILES: [C:24](=[O:25])([O-:26])[O-:27].[CH3:30][c:31]1[cH:32][cH:33][cH:34][cH:35][cH:36]1.[CH3:37][CH2:38][OH:39].[F:13][c:14]1[c:15]([B:21]([OH:22])[OH:23])[cH:16][cH:17][c:18]([F:20])[cH:19]1.[I:1][c:2]1[cH:3][cH:4][c:5]([C:6](=[O:7])[O:8][CH2:9][CH3:10])[cH:11][cH:12]1.[Na+:28].[Na+:29].[cH:40]1[cH:41][cH:42][c:43]([P:44]([Pd:45]([P:46]([c:47]2[cH:48][cH:49][cH:50][cH:51][cH:52]2)([c:53]2[cH:54][cH:55][cH:56][cH:57][cH:58]2)[c:59]2[cH:60][cH:61][cH:62][cH:63][cH:64]2)([P:65]([c:66]2[cH:67][cH:68][cH:69][cH:70][cH:71]2)([c:72]2[cH:73][cH:74][cH:75][cH:76][cH:77]2)[c:78]2[cH:79][cH:80][cH:81][cH:82][cH:83]2)[P:84]([c:85]2[cH:86][cH:87][cH:88][cH:89][cH:90]2)([c:91]2[cH:92][cH:93][cH:94][cH:95][cH:96]2)[c:97]2[cH:98][cH:99][cH:100][cH:101][cH:102]2)([c:103]2[cH:104][cH:105][cH:106][cH:107][cH:108]2)[c:109]2[cH:110][cH:111][cH:112][cH:113][cH:114]2)[cH:115][cH:116]1>>[c:2]1(-[c:15]2[c:14]([F:13])[cH:19][c:18]([F:20])[cH:17][cH:16]2)[cH:3][cH:4][c:5]([C:6](=[O:7])[O:8][CH2:9][CH3:10])[cH:11][cH:12]1. The reactants are C1(=CC=CC=C1)C(=C)C (2-phenylpropene), S(=O)(=O)(Cl)Cl (sulfuryl chloride). The solvent is CN(C=O)C (N,N-dimethylformamide). Yields the product C1(=CC=CC=C1)C(=CS(=O)(=O)Cl)C (2-phenylpropene-1-sulfonyl chloride). As a reaction SMILES: [C:1]1([C:7]([CH3:9])=[CH2:8])[CH:6]=[CH:5][CH:4]=[CH:3][CH:2]=1.[S:10](Cl)([Cl:13])(=[O:12])=[O:11]>CN(C)C=O>[C:1]1([C:7]([CH3:9])=[CH:8][S:10]([Cl:13])(=[O:12])=[O:11])[CH:6]=[CH:5][CH:4]=[CH:3][CH:2]=1. Procedure: Following the procedure of Preparation A, 2-phenylpropene is reacted with sulfuryl chloride in N,N-dimethylformamide to give 2-phenylpropene-1-sulfonyl chloride, which is then treated with ammonia to give 2-phenylpropene-1-sulfonamide, m.p. 101°-102.5° C.